From a dataset of the Open Reaction Database (ORD), a public repository of structured organic reaction records. describe an organic reaction: reactants, conditions, products, and yield Reactants: Cc1oc(-c2ccc(Br)cc2)nc1CCI, C1CSCSC1, C1CCOC1, [Li]CCCC, CN1CCCN(C)C1=O, O, C1CCSSC1. Yields the product Cc1oc(-c2ccc(Br)cc2)nc1CCC1SCCCS1. As a reaction SMILES: [Br:1][c:2]1[cH:3][cH:4][c:5](-[c:8]2[o:9][c:10]([CH3:16])[c:11]([CH2:13][CH2:14][I:15])[n:12]2)[cH:6][cH:7]1.[CH2:28]1[CH2:29][S:30][CH2:31][S:32][CH2:33]1.[CH2:43]1[O:44][CH2:45][CH2:46][CH2:47]1.[CH3:23][CH2:24][CH2:25][CH2:26][Li:27].[CH3:34][N:35]1[CH2:36][CH2:37][CH2:38][N:39]([CH3:40])[C:41]1=[O:42].[OH2:48].[S:17]1[CH2:18][CH2:19][CH2:20][CH2:21][S:22]1>>[Br:1][c:2]1[cH:3][cH:4][c:5](-[c:8]2[o:9][c:10]([CH3:16])[c:11]([CH2:13][CH2:14][CH:31]3[S:30][CH2:29][CH2:28][CH2:33][S:32]3)[n:12]2)[cH:6][cH:7]1. The reactants are CO (methanol), CON(C(=O)C1=NC=C(C=C1N(COC)S(=O)(=O)C1=CC(=C(C=C1)Cl)C(F)(F)F)C)C (3-[(4-chloro-3-trifluoromethyl-benzenesulfonyl)-methoxymethyl-amino]-5-methyl-pyridine-2-carboxylic acid methoxy-methyl-amide), IC=1C2=C(N=CN1)N(C=C2)COCC[Si](C)(C)C (4-iodo-7-(2-trimethylsilanyl-ethoxymethyl)-7H-pyrrolo[2,3-d]pyrimidine), Cl (hydrochloric acid), ketone. Run in C1CCOC1 (THF), C(C)(C)[Mg]Cl (isopropylmagnesium chloride), C1CCOC1 (THF). Product: ClC1=C(C=C(C=C1)S(=O)(=O)NC=1C(=NC=C(C1)C)C(=O)C=1C2=C(N=CN1)NC=C2)C(F)(F)F (4-Chloro-N-[5-methyl-2-(7H-pyrrolo[2,3-d]pyrimidine-4-carbonyl)-pyridin-3-yl]-3-trifluoromethyl-benzenesulfonamide). RXN SMILES: CON(C)[C:4]([C:6]1[C:11]([N:12]([S:16]([C:19]2[CH:24]=[CH:23][C:22]([Cl:25])=[C:21]([C:26]([F:29])([F:28])[F:27])[CH:20]=2)(=[O:18])=[O:17])COC)=[CH:10][C:9]([CH3:30])=[CH:8][N:7]=1)=[O:5].I[C:33]1[C:34]2[CH:41]=[CH:40][N:39](COCC[Si](C)(C)C)[C:35]=2[N:36]=[CH:37][N:38]=1.CO.Cl>C1COCC1.C([Mg]Cl)(C)C>[Cl:25][C:22]1[CH:23]=[CH:24][C:19]([S:16]([NH:12][C:11]2[C:6]([C:4]([C:33]3[C:34]4[CH:41]=[CH:40][NH:39][C:35]=4[N:36]=[CH:37][N:38]=3)=[O:5])=[N:7][CH:8]=[C:9]([CH3:30])[CH:10]=2)(=[O:18])=[O:17])=[CH:20][C:21]=1[C:26]([F:29])([F:27])[F:28]. Procedure details: Prepared from 200 mg (0.42 mmol) of 3-[(4-chloro-3-trifluoromethyl-benzenesulfonyl)-methoxymethyl-amino]-5-methyl-pyridine-2-carboxylic acid methoxy-methyl-amide, 202 mg (0.50 mmol) of 90% 4-iodo-7-(2-trimethylsilanyl-ethoxymethyl)-7H-pyrrolo[2,3-d]pyrimidine dissolved in 2 mL THF with 0.25 mL of 2 M isopropylmagnesium chloride solution in THF added. All of the resulting intermediate ketone was used in the second step with 2 mL methanol and 2 mL 6N hydrochloric acid mixture to give after purific...